describe an organic reaction: reactants, conditions, products, and yield From a dataset of the Open Reaction Database (ORD), a public repository of structured organic reaction records. Starting materials: CC1(C2=C(C(=CC=C2)P(C3=CC=CC=C3)C4=CC=CC=C4)OC5=C(C=CC=C51)P(C6=CC=CC=C6)C7=CC=CC=C7)C (XANTPHOS), BrC=1C(=NC(=NC1)Cl)N(CCC(=O)NC)CC1CC1 (3-[(5-bromo-2-chloro-pyrimidin-4-yl)-(cyclopropylmethyl)amino]-N-methyl-propanamide), BrC=1C(=NC(=NC1)Cl)N(CCC(=O)NC)CC1CC1 (3-[(5-bromo-2-chloro-pyrimidin-4-yl)-(cyclopropylmethyl)amino]-N-methyl-propanamide), C([O-])([O-])=O.[Cs+].[Cs+] (Caesium Carbonate). The reagents and catalysts are C=1C=CC(=CC1)/C=C/C(=O)/C=C/C2=CC=CC=C2.C=1C=CC(=CC1)/C=C/C(=O)/C=C/C2=CC=CC=C2.C=1C=CC(=CC1)/C=C/C(=O)/C=C/C2=CC=CC=C2.[Pd].[Pd] (Tris(dibenzylideneacetone)dipalladium(0)). Solvent: O1CCOCC1 (1,4-dioxane). Reaction conditions: temperature 100 celsius, time 18 hour. Product: ClC1=NC=C2N(C(CCN(C2=N1)CC1CC1)=O)C (10-chloro-2-(cyclopropylmethyl)-6-methyl-2,6,9,11-tetrazabicyclo[5.4.0]undeca-7,9,11-trien-5-one). As a reaction SMILES: Br[C:2]1[C:3]([N:9]([CH2:16][CH:17]2[CH2:19][CH2:18]2)[CH2:10][CH2:11][C:12]([NH:14][CH3:15])=[O:13])=[N:4][C:5]([Cl:8])=[N:6][CH:7]=1.C(=O)([O-])[O-].[Cs+].[Cs+].CC1(C)C2C(=C(P(C3C=CC=CC=3)C3C=CC=CC=3)C=CC=2)OC2C(P(C3C=CC=CC=3)C3C=CC=CC=3)=CC=CC1=2>O1CCOCC1.C1C=CC(/C=C/C(/C=C/C2C=CC=CC=2)=O)=CC=1.C1C=CC(/C=C/C(/C=C/C2C=CC=CC=2)=O)=CC=1.C1C=CC(/C=C/C(/C=C/C2C=CC=CC=2)=O)=CC=1.[Pd].[Pd]>[Cl:8][C:5]1[N:4]=[C:3]2[C:2]([N:14]([CH3:15])[C:12](=[O:13])[CH2:11][CH2:10][N:9]2[CH2:16][CH:17]2[CH2:19][CH2:18]2)=[CH:7][N:6]=1 |f:1.2.3,6.7.8.9.10|. Procedure: To a partial solution of 3-[(5-bromo-2-chloro-pyrimidin-4-yl)-(cyclopropylmethyl)amino]-N-methyl-propanamide (Intermediate 94; 426 mg, 1.18 mmol) in anhydrous 1,4-dioxane (15 mL) was added Caesium Carbonate (790 mg, 2.42 mmol). Nitrogen was bubbled through the reaction mixture for 10 minutes, prior to addition of Tris(dibenzylideneacetone)dipalladium(0) (69 mg, 0.075 mmol) and XANTPHOS (62 mg, 0.107 mmol). The reaction was heated to 100° C. and stirred under nitrogen for 18 hrs.